From a dataset of the Open Reaction Database (ORD), a public repository of structured organic reaction records. describe an organic reaction: reactants, conditions, products, and yield Reaction SMILES: [Cl:1][C:2]1[CH:8]=[C:7]([O:9][C:10]2[C:19]3[C:14](=[CH:15][C:16]([O:22][CH3:23])=[C:17]([O:20][CH3:21])[CH:18]=3)[N:13]=[CH:12][N:11]=2)[CH:6]=[CH:5][C:3]=1[NH2:4].ClC(Cl)(O[C:28](=[O:34])OC(Cl)(Cl)Cl)Cl.Cl.[CH2:37]([NH2:40])[CH:38]=[CH2:39].C(=O)([O-])O.[Na+]>C(Cl)(Cl)Cl.C(N(CC)CC)C>[CH2:37]([NH:40][C:28]([NH:4][C:3]1[CH:5]=[CH:6][C:7]([O:9][C:10]2[C:19]3[C:14](=[CH:15][C:16]([O:22][CH3:23])=[C:17]([O:20][CH3:21])[CH:18]=3)[N:13]=[CH:12][N:11]=2)=[CH:8][C:2]=1[Cl:1])=[O:34])[CH:38]=[CH2:39] |f:2.3,4.5|. Starting materials: ClC(Cl)(OC(OC(Cl)(Cl)Cl)=O)Cl (triphosgene), C(O)([O-])=O.[Na+] (sodium hydrogencarbonate), ClC1=C(N)C=CC(=C1)OC1=NC=NC2=CC(=C(C=C12)OC)OC (2-Chloro-4-[(6,7-dimethoxy-4-quinazolinyl)oxy]-aniline), Cl.C(C=C)N (allylamine hydrochloride). Isolated yield 72.0%. Reaction conditions: time 30 minute. Procedure details: 2-Chloro-4-[(6,7-dimethoxy-4-quinazolinyl)oxy]-aniline (50 mg) was dissolved in chloroform (5 ml) and triethylamine (1 ml), and a solution of triphosgene (45 mg) in chloroform was then added to the solution. The mixture was stirred at room temperature for 30 min. Next, allylamine hydrochloride (21 mg) was added to the reaction solution, and the mixture was stirred at room temperature for additional 30 min. A saturated aqueous sodium hydrogencarbonate solution was added to the reaction solution, ... The solvent is C(C)N(CC)CC (triethylamine), C(Cl)(Cl)Cl (chloroform), C(Cl)(Cl)Cl (chloroform). The product is C(C=C)NC(=O)NC1=C(C=C(C=C1)OC1=NC=NC2=CC(=C(C=C12)OC)OC)Cl (N-Allyl-N′-{2-chloro-4-[(6,7-dimethoxy-4- quinazolinyl)oxy]phenyl}urea). The reactants are O1CC1(C)C (1,2-epoxy-2-methylpropane), FC(S(=O)(=O)OS(=O)(=O)C(F)(F)F)(F)F (trifluoromethanesulfonic anhydride), C(C)C1=C(C(=CC=C1)CC)[N-]C=C(C)C.[Li+] (lithium (2,6-diethylphenyl)(2-methylprop-1-enyl)amide). Run in CCOCC (Et2O), CCOCC (Et2O). Reaction conditions: temperature -80 celsius, time 8 hour. The product is [O-]S(=O)(=O)C(F)(F)F.C(C)C1=C(C(=CC=C1)CC)[N+]=1C(CC(C1)(C)C)(C)C (1-(2,6-diethylphenyl)-2,2,4,4-tetramethyl-3,4-dihydro-2H-pyrrolium triflate). The yield is 27.6%. RXN SMILES: [CH2:1]([C:3]1[CH:8]=[CH:7][CH:6]=[C:5]([CH2:9][CH3:10])[C:4]=1[N-:11][CH:12]=[C:13]([CH3:15])[CH3:14])[CH3:2].[Li+].O1[C:19](C)([CH3:20])[CH2:18]1.[F:22][C:23]([F:36])([F:35])[S:24]([O:27]S(C(F)(F)F)(=O)=O)(=[O:26])=[O:25]>CCOCC>[O-:27][S:24]([C:23]([F:36])([F:35])[F:22])(=[O:26])=[O:25].[CH2:1]([C:3]1[CH:8]=[CH:7][CH:6]=[C:5]([CH2:9][CH3:10])[C:4]=1[N+:11]1[C:19]([CH3:20])([CH3:18])[CH2:14][C:13]([CH3:23])([CH3:15])[CH:12]=1)[CH3:2] |f:0.1,5.6|. Reported procedure: Et2O (100 mL) was added to compound 2 (5.50 g, 26.3 mmol) to form a clear yellow solution. An Et2O (5 mL) solution of 1,2-epoxy-2-methylpropane (1.90 g, 26.3 mmol) was added dropwise over about 10 seconds, and the mixture was stirred overnight. The next day the mixture was cooled to −80° C. and trifluoromethanesulfonic anhydride (7.42 g, 26.3 mmol) was added dropwise. The mixture was warmed to ambient temperature over 1 hour. A thick suspension formed. After stirring for an additional hour, the ... Starting materials: CCOC(=O)CBr, O=C([O-])[O-], COc1ccc(N)c(NCC(OC)OC)n1, CC#N, [K+], [K+], CN(C)C=O. Product: CCOC(=O)CNc1ccc(OC)nc1NCC(OC)OC. Reaction SMILES: [Br:17][CH2:18][C:19](=[O:20])[O:21][CH2:22][CH3:23].[C:24](=[O:25])([O-:26])[O-:27].[CH3:1][O:2][CH:3]([CH2:4][NH:5][c:6]1[n:7][c:8]([O:13][CH3:14])[cH:9][cH:10][c:11]1[NH2:12])[O:15][CH3:16].[CH3:30][C:31]#[N:32].[K+:28].[K+:29].[O:33]=[CH:34][N:35]([CH3:36])[CH3:37]>>[CH3:1][O:2][CH:3]([CH2:4][NH:5][c:6]1[n:7][c:8]([O:13][CH3:14])[cH:9][cH:10][c:11]1[NH:12][CH2:18][C:19](=[O:20])[O:21][CH2:22][CH3:23])[O:15][CH3:16].